This data is from the Open Reaction Database (ORD), a public repository of structured organic reaction records. The task is: describe an organic reaction: reactants, conditions, products, and yield The reactants are IC1=CC=C(C=C1)C(=O)N=C=S (4-iodo-1-benzenecarbonyl isothiocyanate), IC1=CC=C(C=C1)C(=O)Cl (4-iodo-1-benzenecarbonyl chloride), ClC=1C=C(N)C=CC1OC1=CC=NC2=CC(=C(C=C12)OC)OC (3-Chloro-4-[(6,7-dimethoxy-4-quinolyl)oxy]aniline). Run in C(C)O (ethanol), C(C)O (ethanol), C1(=CC=CC=C1)C (toluene). Conditions: time 2 hour. The product is IC1=CC=C(C=C1)C(=O)N=C=S (4-Iodo-1-benzenecarbonyl isothiocyanate), ClC=1C=C(C=CC1OC1=CC=NC2=CC(=C(C=C12)OC)OC)NC(=S)NC(C1=CC=C(C=C1)I)=O (N-{3-Chloro-4-[(6,7-dimethoxy-4-quinolyl)oxy]phenyl}-N′-(4-iodobenzoyl)thiourea). Yield: 90.0%. Reaction SMILES: IC1C=CC(C(Cl)=O)=CC=1.[Cl:11][C:12]1[CH:13]=[C:14]([CH:16]=[CH:17][C:18]=1[O:19][C:20]1[C:29]2[C:24](=[CH:25][C:26]([O:32][CH3:33])=[C:27]([O:30][CH3:31])[CH:28]=2)[N:23]=[CH:22][CH:21]=1)[NH2:15].[I:34][C:35]1[CH:40]=[CH:39][C:38]([C:41]([N:43]=[C:44]=[S:45])=[O:42])=[CH:37][CH:36]=1>C1(C)C=CC=CC=1.C(O)C>[I:34][C:35]1[CH:36]=[CH:37][C:38]([C:41]([N:43]=[C:44]=[S:45])=[O:42])=[CH:39][CH:40]=1.[Cl:11][C:12]1[CH:13]=[C:14]([NH:15][C:44]([NH:43][C:41](=[O:42])[C:38]2[CH:39]=[CH:40][C:35]([I:34])=[CH:36][CH:37]=2)=[S:45])[CH:16]=[CH:17][C:18]=1[O:19][C:20]1[C:29]2[C:24](=[CH:25][C:26]([O:32][CH3:33])=[C:27]([O:30][CH3:31])[CH:28]=2)[N:23]=[CH:22][CH:21]=1. Reported procedure: 4-Iodo-1-benzenecarbonyl isothiocyanate was prepared using commercially available 4-iodo-1-benzenecarbonyl chloride (80 mg) as a starting compound according to the description of the literature. 3-Chloro-4-[(6,7-dimethoxy-4-quinolyl)oxy]aniline (50 mg) was dissolved in toluene (5 ml) and ethanol (1 ml) to prepare a solution. A solution of 4-iodo-1-benzenecarbonyl isothiocyanate in ethanol (1 ml) was then added to the solution, and the mixture was stirred at room temperature for 2 hr. The reactio... Reaction SMILES: [CH2:1]([N:8]1[CH:12]=[C:11]([CH:13]([CH:15]2[CH2:20][CH2:19][CH2:18][CH2:17][CH2:16]2)O)[C:10]([CH3:21])=[N:9]1)[C:2]1[CH:7]=[CH:6][CH:5]=[CH:4][CH:3]=1.[NH2:22][C:23]1[CH:28]=[CH:27][C:26]([C:29]([N:31]([CH3:39])[CH2:32][CH2:33][C:34]([O:36]CC)=[O:35])=[O:30])=[CH:25][CH:24]=1>>[CH2:1]([N:8]1[CH:12]=[C:11]([CH:13]([NH:22][C:23]2[CH:24]=[CH:25][C:26]([C:29]([N:31]([CH3:39])[CH2:32][CH2:33][C:34]([OH:36])=[O:35])=[O:30])=[CH:27][CH:28]=2)[CH:15]2[CH2:20][CH2:19][CH2:18][CH2:17][CH2:16]2)[C:10]([CH3:21])=[N:9]1)[C:2]1[CH:7]=[CH:6][CH:5]=[CH:4][CH:3]=1. Product: C(C1=CC=CC=C1)N1N=C(C(=C1)C(C1CCCCC1)NC1=CC=C(C=C1)C(=O)N(CCC(=O)O)C)C (3-{[(4-{[(1-benzyl-3-methyl-1H-pyrazol-4-yl)(cyclohexyl)methyl]amino}phenyl)carbonyl](methyl)amino}-propanoic acid). Reported procedure: Using (1-benzyl-3-methyl-1H-pyrazol-4-yl)(cyclohexyl)methanol (0.65 g) synthesized in Example 41(3) and ethyl 3-{[(4-aminophenyl)carbonyl](methyl)amino}propanoate (0.65 g) synthesized in Example 2(2) and in the same manner as in Example 1(7), the title object compound (18.2 mg, 2%) was obtained as a white solid. The yield is 1.6%. Reactants: C(C1=CC=CC=C1)N1N=C(C(=C1)C(O)C1CCCCC1)C ((1-benzyl-3-methyl-1H-pyrazol-4-yl)(cyclohexyl)methanol), NC1=CC=C(C=C1)C(=O)N(CCC(=O)OCC)C (ethyl 3-{[(4-aminophenyl)carbonyl](methyl)amino}propanoate). RXN SMILES: [C:1]([O:10]C)(=[O:9])[C:2]1[C:3](=[CH:5][CH:6]=[CH:7][CH:8]=1)[OH:4].[CH2:12]([OH:19])[C:13]([NH2:18])([CH2:16][OH:17])[CH2:14][OH:15]>CN(C=O)C.O>[C:1]([O-:10])(=[O:9])[C:2]1[C:3](=[CH:5][CH:6]=[CH:7][CH:8]=1)[OH:4].[CH2:12]([OH:19])[C:13]([NH2:18])([CH2:16][OH:17])[CH2:14][OH:15] |f:4.5|. Yields the product C(C=1C(O)=CC=CC1)(=O)[O-].C(C(CO)(CO)N)O (Salicylate Tris). Procedure details: Methyl salicylate (2.3g, 15.1 mmole) was reacted with Tris (14.8 g, 120.8 mmole) in DMF (182 ml) and water (121 ml) at pH 9.0 and 60° C. for 48 h. The formation of the title product (Rt 3.95) from methyl salicylate (Rt 7.66) was monitored by HPLC (System A) until the reaction stopped at 75% of completion. The mixture was then evaporated to dryness under reduced pressure and the sample dissolved in water. The pH was adjusted to 4.5 and the title product purified by preparative HPLC followed by io... Solvent: CN(C)C=O (DMF), O (water). Reactants: C(C=1C(O)=CC=CC1)(=O)OC (Methyl salicylate), C(C(CO)(CO)N)O (Tris). Isolated yield 75.0%. Run in C(C)OCC (ethyl ether). The reactants are CC1=C(OCC(C)NC(C)=O)C(=CC=C1)C (N-[2-(2,6-dimethylphenoxy)-1-methylethyl]-acetamide), O1CCCC1 (tetrahydrofuran), Cl.C(C)O (hydrochloric acid ethanol). Procedure details: Borane-dimethylsulfide complex (10-10.2M, 35 ml, 1.2 eq) was added to a refluxing solution of N-[2-(2,6-dimethylphenoxy)-1-methylethyl]-acetamide (68 g, 0.289 mol) and tetrahydrofuran (400 ml) under a nitrogen atmosphere. After the addition was complete, the reaction was allowed to reflux for 25 hours. The reaction was then cooled to room temperature and 10% hydrochloric acid/ethanol was added until the mixture was acidic. After concentration of the reaction mixture, ethyl ether was added to ind... RXN SMILES: [CH3:1][C:2]1[CH:15]=[CH:14][CH:13]=[C:12]([CH3:16])[C:3]=1[O:4][CH2:5][CH:6]([NH:8][C:9](=O)[CH3:10])[CH3:7].O1CCCC1.[ClH:22].C(O)C>C(OCC)C>[ClH:22].[CH3:1][C:2]1[CH:15]=[CH:14][CH:13]=[C:12]([CH3:16])[C:3]=1[O:4][CH2:5][CH:6]([NH:8][CH2:9][CH3:10])[CH3:7] |f:2.3,5.6|. The product is Cl.CC1=C(OCC(C)NCC)C(=CC=C1)C ([2-(2,6-dimethylphenoxy)-1-methylethyl]-ethylamine hydrochloride salt). The reactants are NC1=CC(CC(C1)(C)C)=O (3-amino-5,5-dimethyl-2-cyclohexen-1-one), COC(C1=CC(=C(C=C1)Cl)OC1=CC=NC=C1)OC (4-chloro-3-(4-pyridyloxy)-benzaldehyde dimethyl acetal). The product is ClC1=C(C=C(C=C1)C1C=2C(CC(CC2NC=2CC(CC(C12)=O)(C)C)(C)C)=O)OC1=CC=NC=C1 (9-[4-chloro-3-(4-pyridyloxy)-phenyl]-3,4,6,7,9,10-hexahydro-3,3,6,6-tetramethyl-1,8(2H,5H)-acridinedione). Reaction SMILES: [NH2:1][C:2]1[CH2:7][C:6]([CH3:9])([CH3:8])[CH2:5][C:4](=[O:10])[CH:3]=1.CO[CH:13](OC)[C:14]1[CH:19]=[CH:18][C:17]([Cl:20])=[C:16]([O:21][C:22]2[CH:27]=[CH:26][N:25]=[CH:24][CH:23]=2)[CH:15]=1>>[Cl:20][C:17]1[CH:18]=[CH:19][C:14]([CH:13]2[C:3]3[C:4](=[O:10])[CH2:5][C:6]([CH3:9])([CH3:8])[CH2:7][C:2]=3[NH:1][C:2]3[CH2:7][C:6]([CH3:9])([CH3:8])[CH2:5][C:4](=[O:10])[C:3]2=3)=[CH:15][C:16]=1[O:21][C:22]1[CH:23]=[CH:24][N:25]=[CH:26][CH:27]=1. Procedure details: Reaction of 3-amino-5,5-dimethyl-2-cyclohexen-1-one with 4-chloro-3-(4-pyridyloxy)-benzaldehyde dimethyl acetal in an analogous manner to that described in Example 1 gave 9-[4-chloro-3-(4-pyridyloxy)-phenyl]-3,4,6,7,9,10-hexahydro-3,3,6,6-tetramethyl-1,8(2H,5H)-acridinedione. Crystallization from dimethylformamide water gave a yellow crystalline solid of melting point 242-244° C. The reactants are COC(=O)C(Cc1ccc(-c2ccccc2)cc1)NC(=O)c1cc(Br)ccc1OCc1ccc(OCc2ccccc2)cc1, [Li+], [OH-]. The product is O=C(NC(Cc1ccc(-c2ccccc2)cc1)C(=O)O)c1cc(Br)ccc1OCc1ccc(OCc2ccccc2)cc1. As a reaction SMILES: [CH3:1][O:2][C:3]([CH:4]([CH2:5][c:6]1[cH:7][cH:8][c:9](-[c:12]2[cH:13][cH:14][cH:15][cH:16][cH:17]2)[cH:10][cH:11]1)[NH:18][C:19]([c:20]1[c:21]([O:27][CH2:28][c:29]2[cH:30][cH:31][c:32]([O:35][CH2:36][c:37]3[cH:38][cH:39][cH:40][cH:41][cH:42]3)[cH:33][cH:34]2)[cH:22][cH:23][c:24]([Br:26])[cH:25]1)=[O:43])=[O:44].[Li+:46].[OH-:45]>>[O:2]=[C:3]([CH:4]([CH2:5][c:6]1[cH:7][cH:8][c:9](-[c:12]2[cH:13][cH:14][cH:15][cH:16][cH:17]2)[cH:10][cH:11]1)[NH:18][C:19]([c:20]1[c:21]([O:27][CH2:28][c:29]2[cH:30][cH:31][c:32]([O:35][CH2:36][c:37]3[cH:38][cH:39][cH:40][cH:41][cH:42]3)[cH:33][cH:34]2)[cH:22][cH:23][c:24]([Br:26])[cH:25]1)=[O:43])[OH:44]. RXN SMILES: [CH2:1]([CH2:2][CH3:3])[n:4]1[c:5](=[O:6])[n:7]([CH2:15][CH2:16][CH3:17])[c:8]2[n:9][cH:10][nH:11][c:12]2[c:13]1=[O:14].[CH3:31][OH:32].[CH:27]([OH:28])([CH3:29])[CH3:30].[CH:33]([Cl:34])([Cl:35])[Cl:36].[Cl:20][CH2:21][CH:22]([CH2:23][OH:24])[OH:25].[Na+:19].[OH-:18].[OH2:26]>>[CH2:1]([CH2:2][CH3:3])[n:4]1[c:5](=[O:6])[n:7]([CH2:15][CH2:16][CH3:17])[c:8]2[n:9][cH:10][n:11]([CH2:21][CH:22]([CH2:23][OH:24])[OH:25])[c:12]2[c:13]1=[O:14]. Starting materials: CCCn1c(=O)c2[nH]cnc2n(CCC)c1=O, CO, CC(C)O, ClC(Cl)Cl, OCC(O)CCl, [Na+], [OH-], O. The product is CCCn1c(=O)c2c(ncn2CC(O)CO)n(CCC)c1=O.